The task is: describe an organic reaction: reactants, conditions, products, and yield. This data is from the Open Reaction Database (ORD), a public repository of structured organic reaction records. Reaction conditions: temperature 67 celsius. As a reaction SMILES: [Cl-].[Al+3].[Cl-].[Cl-].[C:5]1([C:11]2([C:21]3[CH:26]=[CH:25][CH:24]=[CH:23][CH:22]=3)[CH2:16][CH2:15][CH:14]([CH2:17][CH2:18][CH2:19][CH3:20])[CH2:13][CH2:12]2)[CH:10]=[CH:9][CH:8]=[CH:7][CH:6]=1.[N+:27]([C:30]1[CH:38]=[CH:37][C:33]([C:34](Cl)=[O:35])=[CH:32][CH:31]=1)([O-:29])=[O:28]>[N+](C1C=CC=CC=1)([O-])=O>[N+:27]([C:30]1[CH:38]=[CH:37][C:33]([C:34]([C:8]2[CH:7]=[CH:6][C:5]([C:11]3([C:21]4[CH:22]=[CH:23][C:24]([C:34](=[O:35])[C:33]5[CH:32]=[CH:31][C:30]([N+:27]([O-:29])=[O:28])=[CH:38][CH:37]=5)=[CH:25][CH:26]=4)[CH2:16][CH2:15][CH:14]([CH2:17][CH2:18][CH2:19][CH3:20])[CH2:13][CH2:12]3)=[CH:10][CH:9]=2)=[O:35])=[CH:32][CH:31]=1)([O-:29])=[O:28] |f:0.1.2.3|. Isolated yield 74.9%. Solvent: [N+](=O)([O-])C1=CC=CC=C1 (nitrobenzene), [N+](=O)([O-])C1=CC=CC=C1 (nitrobenzene). Yields the product [N+](=O)([O-])C1=CC=C(C(=O)C2=CC=C(C=C2)C2(CCC(CC2)CCCC)C2=CC=C(C=C2)C(C2=CC=C(C=C2)[N+](=O)[O-])=O)C=C1 (1,1-bis[4-(4-nitrobenzoyl)phenyl]-4-butylcyclohexane). Reactants: [Cl-].[Al+3].[Cl-].[Cl-] (Aluminum chloride), C1(=CC=CC=C1)C1(CCC(CC1)CCCC)C1=CC=CC=C1 (1,1-diphenyl-4-butylcyclohexane), [N+](=O)([O-])C1=CC=C(C(=O)Cl)C=C1 (para-nitrobenzoyl chloride). Reported procedure: Aluminum chloride 101.22 g and nitrobenzene 200 ml were mixed, the mixture was poured and dissolved in para-nitrobenzoyl chloride 57.10 g on ice cooling. Then, a solution of 1,1-diphenyl-4-butylcyclohexane 30.0 g in nitrobenzene 50 ml was added dropwise for 30 minutes. 30 minutes after adding, the ice bath was removed and the mixture was slowly heated to 67° C. for four hours in a mantle heater. The finish of the reaction was confirmed by liquid chromatography, and then the reaction solution was... Starting materials: C(C)OC(CCC1=NC(=CC=C1N)C1=CC=C(C=C1)C(F)(F)F)=O (3-[3-Amino-6-(4-trifluoromethyl-phenyl)-pyridin-2-yl]-propionic acid ethyl ester), CC[O-].[Na+] (sodium ethylate). Run in C(C)O (ethanol). Reaction conditions: time 1.5 hour. Yields the product FC(C1=CC=C(C=C1)C=1N=C2CCC(NC2=CC1)=O)(F)F (6-(4-Trifluoromethyl-phenyl)-3,4-dihydro-1H-[1,5]naphthyridin-2-one). Yield: 90.2%. As a reaction SMILES: C([O:3][C:4](=O)[CH2:5][CH2:6][C:7]1[C:12]([NH2:13])=[CH:11][CH:10]=[C:9]([C:14]2[CH:19]=[CH:18][C:17]([C:20]([F:23])([F:22])[F:21])=[CH:16][CH:15]=2)[N:8]=1)C.CC[O-].[Na+]>C(O)C>[F:21][C:20]([F:23])([F:22])[C:17]1[CH:18]=[CH:19][C:14]([C:9]2[N:8]=[C:7]3[C:12](=[CH:11][CH:10]=2)[NH:13][C:4](=[O:3])[CH2:5][CH2:6]3)=[CH:15][CH:16]=1 |f:1.2|. Procedure details: 2.4 g 3-[3-Amino-6-(4-trifluoromethyl-phenyl)-pyridin-2-yl]-propionic acid ethyl ester were dissolved in 200 ml ethanol. 2.41 g sodium ethylate were added and the reaction mixture stirred at room temperature for ten minutes and then at 60° C. for 1.5 hours. The cooled reaction mixture was evaporated in vacuo and the residue dissolved in 100 ml ethyl acetate and 200 ml 4M HCl were added. The mixture was vigorously stirred at room temperature. The organic lay was separated and washed with 100 ml 4... The reactants are CS(=O)(=O)c1ccc(C(=O)O)s1, Nc1ccc(Cl)c(-c2ccccn2)c1. Yields the product CS(=O)(=O)c1ccc(C(=O)Nc2ccc(Cl)c(-c3ccccn3)c2)s1. RXN SMILES: [CH3:15][S:16](=[O:17])(=[O:18])[c:19]1[cH:20][cH:21][c:22]([C:24](=[O:25])[OH:26])[s:23]1.[Cl:1][c:2]1[c:3](-[c:9]2[n:10][cH:11][cH:12][cH:13][cH:14]2)[cH:4][c:5]([NH2:6])[cH:7][cH:8]1>>[Cl:1][c:2]1[c:3](-[c:9]2[n:10][cH:11][cH:12][cH:13][cH:14]2)[cH:4][c:5]([NH:6][C:24]([c:22]2[cH:21][cH:20][c:19]([S:16]([CH3:15])(=[O:17])=[O:18])[s:23]2)=[O:25])[cH:7][cH:8]1.